Dataset: the Open Reaction Database (ORD), a public repository of structured organic reaction records. Task: describe an organic reaction: reactants, conditions, products, and yield Starting materials: O=C([O-])[O-], CN(C)CCCCl, Cl, [Cs+], [Cs+], Oc1ccc(-c2nnc(COCCCOc3ccccc3)o2)cc1. Product: CN(C)CCCOc1ccc(-c2nnc(COCCCOc3ccccc3)o2)cc1. RXN SMILES: [C:25](=[O:26])([O-:27])[O-:28].[Cl:31][CH2:32][CH2:33][CH2:34][N:35]([CH3:36])[CH3:37].[ClH:38].[Cs+:29].[Cs+:30].[O:1]([c:2]1[cH:3][cH:4][cH:5][cH:6][cH:7]1)[CH2:8][CH2:9][CH2:10][O:11][CH2:12][c:13]1[n:14][n:15][c:16](-[c:18]2[cH:19][cH:20][c:21]([OH:24])[cH:22][cH:23]2)[o:17]1>>[O:1]([c:2]1[cH:3][cH:4][cH:5][cH:6][cH:7]1)[CH2:8][CH2:9][CH2:10][O:11][CH2:12][c:13]1[n:14][n:15][c:16](-[c:18]2[cH:19][cH:20][c:21]([O:24][CH2:32][CH2:33][CH2:34][N:35]([CH3:36])[CH3:37])[cH:22][cH:23]2)[o:17]1.